This data is from the Open Reaction Database (ORD), a public repository of structured organic reaction records. The task is: describe an organic reaction: reactants, conditions, products, and yield Starting materials: CC(C)(C)OC(=O)c1ccc[nH]1, CC(=O)[O-], CN1CCCC1=O, CCN1C(=O)c2cccnc2N(C)c2nc(Cl)ccc21, [K+], Cl[Pd]Cl, c1ccc(P(c2ccccc2)c2ccccc2)cc1, c1ccc(P(c2ccccc2)c2ccccc2)cc1. As a reaction SMILES: [C:21]([O:22][C:23](=[O:24])[c:28]1[nH:29][cH:30][cH:31][cH:32]1)([CH3:25])([CH3:26])[CH3:27].[CH3:34][C:35](=[O:36])[O-:37].[CH3:79][N:80]1[CH2:81][CH2:82][CH2:83][C:84]1=[O:85].[Cl:1][c:2]1[cH:3][cH:4][c:5]2[c:11]([n:12]1)[N:10]([CH3:13])[c:9]1[c:8]([cH:17][cH:16][cH:15][n:14]1)[C:7](=[O:18])[N:6]2[CH2:19][CH3:20].[K+:33].[Pd:38]([Cl:39])[Cl:40].[c:41]1([P:42]([c:43]2[cH:44][cH:45][cH:46][cH:47][cH:48]2)[c:49]2[cH:50][cH:51][cH:52][cH:53][cH:54]2)[cH:55][cH:56][cH:57][cH:58][cH:59]1.[c:60]1([P:61]([c:62]2[cH:63][cH:64][cH:65][cH:66][cH:67]2)[c:68]2[cH:69][cH:70][cH:71][cH:72][cH:73]2)[cH:74][cH:75][cH:76][cH:77][cH:78]1>>[c:2]1(-[c:28]2[nH:29][cH:30][cH:31][cH:32]2)[cH:3][cH:4][c:5]2[c:11]([n:12]1)[N:10]([CH3:13])[c:9]1[c:8]([cH:17][cH:16][cH:15][n:14]1)[C:7](=[O:18])[N:6]2[CH2:19][CH3:20]. The product is CCN1C(=O)c2cccnc2N(C)c2nc(-c3ccc[nH]3)ccc21. The reactants are Cc1cc(O)c(C#N)s1, O=C([O-])[O-], CC(C)=O, [K+], [K+], CCOP(=S)(Cl)OCC. The product is CCOP(=S)(OCC)Oc1cc(C)sc1C#N. RXN SMILES: [C:16](#[N:17])[c:18]1[s:19][c:20]([CH3:24])[cH:21][c:22]1[OH:23].[C:1](=[O:2])([O-:3])[O-:4].[CH3:25][C:26](=[O:27])[CH3:28].[K+:5].[K+:6].[P:7](=[S:8])([O:9][CH2:10][CH3:11])([O:12][CH2:13][CH3:14])[Cl:15]>>[P:7](=[S:8])([O:9][CH2:10][CH3:11])([O:12][CH2:13][CH3:14])[O:23][c:22]1[c:18]([C:16]#[N:17])[s:19][c:20]([CH3:24])[cH:21]1. The reactants are Cl (hydrochloric acid), O1C(=CC=C1)COC=1C=C(C=CC1)[N+](=O)[O-] (3-(furan-2-ylmethyl oxy)nitrobenzene), [OH-].[Na+] (sodium hydroxide). Reagents/catalysts: [Fe] (iron). The solvent is C(C)O (ethanol). Yields the product O1C(=CC=C1)COC=1C=C(N)C=CC1 (3-(furan-2-ylmethoxy)aniline). Isolated yield 86.0%. Reaction SMILES: [O:1]1[CH:5]=[CH:4][CH:3]=[C:2]1[CH2:6][O:7][C:8]1[CH:9]=[C:10]([N+:14]([O-])=O)[CH:11]=[CH:12][CH:13]=1.Cl.[OH-].[Na+]>C(O)C.[Fe]>[O:1]1[CH:5]=[CH:4][CH:3]=[C:2]1[CH2:6][O:7][C:8]1[CH:9]=[C:10]([CH:11]=[CH:12][CH:13]=1)[NH2:14] |f:2.3|. Reported procedure: 830 mg (3.8 mmol) of 3-(furan-2-ylmethyl oxy)nitrobenzene was dissolved in 10 mL of ethanol. 1.1 g (19.70 mmol) of iron and 1 mL of 1N hydrochloric acid (1.0 mmol) were added thereto and heated under reflux for 2 hours. After cooling the reaction solution to room temperature, 1.5 mL of 1N sodium hydroxide was added dropwise, and filtration through celite was carried out. The filtrate was condensed, and ethyl acetate and water were added to the filtrate to separate the solution into organic layer... Starting materials: C1CCOC1 (THF), ClC=1C=C(C=CC1)C1=C(C(N(C2=NC(=CC=C12)C)CC)=O)CCCO (4-(3-chlorophenyl)-1-ethyl-3-(3-hydroxypropyl)-7-methyl-1,8-naphthyridin-2(1H)-one), CS(=O)(=O)Cl (methanesulfonyl chloride). The solvent is C(C)N(CC)CC (triethylamine). Product: ClC=1C=C(C=CC1)C1=C(C(N(C2=NC(=CC=C12)C)CC)=O)CCCOS(=O)(=O)C (4-(3-chlorophenyl)-1-ethyl-3(3-methanesulfonyloxypropyl)-7-methyl-1,8-naphthyridin-2(1H)-one). Reaction SMILES: C1COCC1.[Cl:6][C:7]1[CH:8]=[C:9]([C:13]2[C:22]3[C:17](=[N:18][C:19]([CH3:23])=[CH:20][CH:21]=3)[N:16]([CH2:24][CH3:25])[C:15](=[O:26])[C:14]=2[CH2:27][CH2:28][CH2:29][OH:30])[CH:10]=[CH:11][CH:12]=1.[CH3:31][S:32](Cl)(=[O:34])=[O:33]>C(N(CC)CC)C>[Cl:6][C:7]1[CH:8]=[C:9]([C:13]2[C:22]3[C:17](=[N:18][C:19]([CH3:23])=[CH:20][CH:21]=3)[N:16]([CH2:24][CH3:25])[C:15](=[O:26])[C:14]=2[CH2:27][CH2:28][CH2:29][O:30][S:32]([CH3:31])(=[O:34])=[O:33])[CH:10]=[CH:11][CH:12]=1. Reported procedure: To a THF solution of 4-(3-chlorophenyl)-1-ethyl-3-(3-hydroxypropyl)-7-methyl-1,8-naphthyridin-2(1H)-one were added triethylamine and methanesulfonyl chloride, followed by reaction under heating. Thereafter, the reaction mixture was worked up and purified in a usual manner to obtain 4-(3-chlorophenyl)-1-ethyl-3(3-methanesulfonyloxypropyl)-7-methyl-1,8-naphthyridin-2(1H)-one. NMR1: 4.67 (2H, q, J=7.1 Hz), 4.18 (2H, t, J=6.3 Hz), 2.93 (3H, s). The reactants are COC(=O)COc1cc(C(C)(C)C)c(SC#N)cc1C, CCO, OC(CS)C(O)CS. The product is COC(=O)COc1cc(C(C)(C)C)c(S)cc1C. Reaction SMILES: [CH3:1][O:2][C:3]([CH2:4][O:5][c:6]1[c:7]([CH3:19])[cH:8][c:9]([S:16][C:17]#[N:18])[c:10]([C:12]([CH3:13])([CH3:14])[CH3:15])[cH:11]1)=[O:20].[CH3:29][CH2:30][OH:31].[SH:21][CH2:22][CH:23]([CH:24]([CH2:25][SH:26])[OH:27])[OH:28]>>[CH3:1][O:2][C:3]([CH2:4][O:5][c:6]1[c:7]([CH3:19])[cH:8][c:9]([SH:16])[c:10]([C:12]([CH3:13])([CH3:14])[CH3:15])[cH:11]1)=[O:20].